From a dataset of the Open Reaction Database (ORD), a public repository of structured organic reaction records. describe an organic reaction: reactants, conditions, products, and yield Reactants: C(C)(=O)OC(C)=O (Acetic anhydride), ClC1=CC(=NC(=N1)SC)N (6-chloro-2-(methylthio)pyrimidin-4-amine). Run in C([O-])(O)=O.[Na+] (sodium bicarbonate). Run at temperature 135 celsius. The product is ClC1=CC(=NC(=N1)SC)NC(C)=O (N-[6-Chloro-2-(methylthio)pyrimidin-4-yl]acetamide). Yield: 120.4%. Reaction SMILES: C(O[C:5](=[O:7])[CH3:6])(=O)C.[Cl:8][C:9]1[N:14]=[C:13]([S:15][CH3:16])[N:12]=[C:11]([NH2:17])[CH:10]=1>C(=O)(O)[O-].[Na+]>[Cl:8][C:9]1[N:14]=[C:13]([S:15][CH3:16])[N:12]=[C:11]([NH:17][C:5](=[O:7])[CH3:6])[CH:10]=1 |f:2.3|. Procedure details: Acetic anhydride (10.4 ml, 0.11 mol) was added to 6-chloro-2-(methylthio)pyrimidin-4-amine (2.5 g, 0.01 mol) and the reaction mixture was refluxed at 135° C. for 5 hr. The reaction mixture was cooled to room temperature and basified to pH 7 with saturated sodium bicarbonate solution (20 ml). The mixture was partitioned between EtOAc and water, the organic layer was washed with water and brine, dried over MgSO4 and concentrated to give the title compound (2.62 g). The reactants are ice water, [OH-].[Na+] (sodium hydroxide), C=O (formaldehyde), CNC (dimethylamine), ClC1=C2C=CN3C(C2=CC=C1)=NC(=C3)C (7-chloro-2-methylimidazo[2,1-a]isoquinoline). Procedure details: To a solution of 37% aqueous formaldehyde (0.42 g) and 50% aqueous dimethylamine (0.46 g) in acetic acid (3.2 ml) was added 7-chloro-2-methylimidazo[2,1-a]isoquinoline (1 g) and the mixture was warmed at 50° C. with stirring for 3.5 hours. The solution was poured into ice water and neutralized with an aqueous solution of sodium hydroxide. The resulting precipitates were collected by filtration, washed with water and recrystallized from a mixture of toluene and n-hexane to give 7-chloro-3-dimethy... Yields the product ClC1=C2C=CN3C(C2=CC=C1)=NC(=C3CN(C)C)C (7-chloro-3-dimethylaminomethyl-2-methylimidazo[2,1-a]isoquinoline). The yield is 71.2%. Reaction SMILES: [CH2:1]=O.[CH3:3][NH:4][CH3:5].[Cl:6][C:7]1[CH:16]=[CH:15][CH:14]=[C:13]2[C:8]=1[CH:9]=[CH:10][N:11]1[CH:19]=[C:18]([CH3:20])[N:17]=[C:12]12.[OH-].[Na+]>C(O)(=O)C>[Cl:6][C:7]1[CH:16]=[CH:15][CH:14]=[C:13]2[C:8]=1[CH:9]=[CH:10][N:11]1[C:19]([CH2:3][N:4]([CH3:1])[CH3:5])=[C:18]([CH3:20])[N:17]=[C:12]12 |f:3.4|. Reaction conditions: temperature 50 celsius, time 3.5 hour. The solvent is C(C)(=O)O (acetic acid). Starting materials: CN(C)C(=O)COc1ccc2c(c1)CC(NCC(O)c1ccc(OCc3ccccc3)cc1)CC2, CCO. As a reaction SMILES: [CH2:1]([c:2]1[cH:3][cH:4][cH:5][cH:6][cH:7]1)[O:8][c:9]1[cH:10][cH:11][c:12]([CH:15]([CH2:16][NH:17][CH:18]2[CH2:19][c:20]3[cH:21][c:22]([O:28][CH2:29][C:30](=[O:31])[N:32]([CH3:33])[CH3:34])[cH:23][cH:24][c:25]3[CH2:26][CH2:27]2)[OH:35])[cH:13][cH:14]1.[CH3:36][CH2:37][OH:38]>>[OH:8][c:9]1[cH:10][cH:11][c:12]([CH:15]([CH2:16][NH:17][CH:18]2[CH2:19][c:20]3[cH:21][c:22]([O:28][CH2:29][C:30](=[O:31])[N:32]([CH3:33])[CH3:34])[cH:23][cH:24][c:25]3[CH2:26][CH2:27]2)[OH:35])[cH:13][cH:14]1. Product: CN(C)C(=O)COc1ccc2c(c1)CC(NCC(O)c1ccc(O)cc1)CC2. Starting materials: CO, CCOC(C)=O, CCOC(=O)CCc1ccc(NCc2ccc(CN3c4ccccc4CCC3C)c(OS(C)(=O)=O)c2)cc1F, [Na+], [Na+], C1CCOC1, [OH-], O=C([O-])O. Yields the product CC1CCc2ccccc2N1Cc1ccc(CNc2ccc(CCC(=O)O)c(F)c2)cc1OS(C)(=O)=O. Reaction SMILES: [CH3:47][OH:48].[CH3:54][CH2:55][O:56][C:57](=[O:58])[CH3:59].[F:1][c:2]1[c:3]([CH2:33][CH2:34][C:35](=[O:36])[O:37][CH2:38][CH3:39])[cH:4][cH:5][c:6]([NH:8][CH2:9][c:10]2[cH:11][c:12]([O:28][S:29](=[O:30])(=[O:31])[CH3:32])[c:13]([CH2:16][N:17]3[CH:18]([CH3:27])[CH2:19][CH2:20][c:21]4[cH:22][cH:23][cH:24][cH:25][c:26]43)[cH:14][cH:15]2)[cH:7]1.[Na+:41].[Na+:42].[O:49]1[CH2:50][CH2:51][CH2:52][CH2:53]1.[OH-:40].[OH:43][C:44](=[O:45])[O-:46]>>[F:1][c:2]1[c:3]([CH2:33][CH2:34][C:35](=[O:36])[OH:37])[cH:4][cH:5][c:6]([NH:8][CH2:9][c:10]2[cH:11][c:12]([O:28][S:29](=[O:30])(=[O:31])[CH3:32])[c:13]([CH2:16][N:17]3[CH:18]([CH3:27])[CH2:19][CH2:20][c:21]4[cH:22][cH:23][cH:24][cH:25][c:26]43)[cH:14][cH:15]2)[cH:7]1. Reactants: C(C)(=O)N1C(C(C2=CC=C(C=C12)C(=O)OC)=C(C1=CC=CC=C1)OCC)=O (1-acetyl-3-(1-ethoxy-1-phenylmethylene)-6-methoxycarbonyl-2-indolinone), C(CCC)N(C(=O)OC(C)(C)C)CC1=CC=C(N)C=C1 (4-(N-butyl-N-tert.butoxycarbonyl-aminomethyl)-aniline). Product: C(CCC)N(C(=O)OC(C)(C)C)CC1=CC=C(N\C(\C2=CC=CC=C2)=C\2/C(NC3=CC(=CC=C23)C(=O)OC)=O)C=C1 (3-Z-[1-(4-(N-butyl-N-tert.butoxycarbonyl-aminomethyl)-anilino)-1-phenyl-methylene]-6-methoxycarbonyl-2-indolinone). As a reaction SMILES: C([N:4]1[C:12]2[C:7](=[CH:8][CH:9]=[C:10]([C:13]([O:15][CH3:16])=[O:14])[CH:11]=2)[C:6](=[C:17](OCC)[C:18]2[CH:23]=[CH:22][CH:21]=[CH:20][CH:19]=2)[C:5]1=[O:27])(=O)C.[CH2:28]([N:32]([CH2:40][C:41]1[CH:47]=[CH:46][C:44]([NH2:45])=[CH:43][CH:42]=1)[C:33]([O:35][C:36]([CH3:39])([CH3:38])[CH3:37])=[O:34])[CH2:29][CH2:30][CH3:31]>>[CH2:28]([N:32]([CH2:40][C:41]1[CH:42]=[CH:43][C:44]([NH:45]/[C:17](=[C:6]2\[C:5](=[O:27])[NH:4][C:12]3[C:7]\2=[CH:8][CH:9]=[C:10]([C:13]([O:15][CH3:16])=[O:14])[CH:11]=3)/[C:18]2[CH:19]=[CH:20][CH:21]=[CH:22][CH:23]=2)=[CH:46][CH:47]=1)[C:33]([O:35][C:36]([CH3:38])([CH3:39])[CH3:37])=[O:34])[CH2:29][CH2:30][CH3:31]. Procedure details: Prepared from 1-acetyl-3-(1-ethoxy-1-phenylmethylene)-6-methoxycarbonyl-2-indolinone and 4-(N-butyl-N-tert.butoxycarbonyl-aminomethyl)-aniline Rf value: 0.5 (silica gel, methylene chloride/methanol=9:1) C33H37N3O5 The reactants are [H][H] (hydrogen), C1(CCCCC1)N=C=NC1CCCCC1 (dicyclohexylcarbodiimide), CC1(CC(CC(N1[O])(C)C)O)C (4-Hydroxy-2,2,6,6-tetramethylpiperidine-N-oxyl), Pt, C1CCOC1 (THF), [H][H] (hydrogen). Reaction conditions: temperature 60 celsius. Yields the product C1(CCCCC1)NC(ON1C(CC(CC1(C)C)O)(C)C)=NC1CCCCC1 (1,3-dicyclohexyl-2-(4-hydroxy-2,2,6,6-tetramethyl-piperidin-1-yl)-isourea). RXN SMILES: [CH3:1][C:2]1([CH3:12])[N:7]([O])[C:6]([CH3:10])([CH3:9])[CH2:5][CH:4]([OH:11])[CH2:3]1.[H][H].[CH:15]1([N:21]=[C:22]=[N:23][CH:24]2[CH2:29][CH2:28][CH2:27][CH2:26][CH2:25]2)[CH2:20][CH2:19][CH2:18][CH2:17][CH2:16]1.C1C[O:33]CC1>>[CH:24]1([NH:23][C:22](=[N:21][CH:15]2[CH2:16][CH2:17][CH2:18][CH2:19][CH2:20]2)[O:33][N:7]2[C:2]([CH3:12])([CH3:1])[CH2:3][CH:4]([OH:11])[CH2:5][C:6]2([CH3:10])[CH3:9])[CH2:29][CH2:28][CH2:27][CH2:26][CH2:25]1 |^1:4|. Reported procedure: 4-Hydroxy-2,2,6,6-tetramethylpiperidine-N-oxyl (17.25 g, 100 mmol) is dissolved in THF (100 ml) and hydrogenated in the presence of 0.35 g Pt (5% on carbon) catalyst using 4 bar hydrogen pressure. The hydrogen uptake stops after approximately one hour. The reaction mixture is then filtered and mixed with the solution of dicyclohexylcarbodiimide (21.15 g, 102.5 mmol). The solution is then heated under argon at 60° C. for 17 hours, concentrated, diluted with ethyl acetate (40 ml) and allowed to cr... Starting materials: BrCCCCBr (1,4-Dibromobutane), C(=O)(OCC)NNC(=O)OCC (1,2-dicarbethoxyhydrazine), C([O-])([O-])=O.[K+].[K+] (potassium carbonate). Run in C(C)#N (acetonitrile). Yields the product N1(N(CCCC1)C(=O)OCC)C(=O)OCC (Tetrahydro-1,2-pyridazinedicarboxylic acid, diethyl ester). Yield: 69.4%. Reaction SMILES: Br[CH2:2][CH2:3][CH2:4][CH2:5]Br.[C:7]([NH:12][NH:13][C:14]([O:16][CH2:17][CH3:18])=[O:15])([O:9][CH2:10][CH3:11])=[O:8].C(=O)([O-])[O-].[K+].[K+]>C(#N)C>[N:12]1([C:7]([O:9][CH2:10][CH3:11])=[O:8])[CH2:5][CH2:4][CH2:3][CH2:2][N:13]1[C:14]([O:16][CH2:17][CH3:18])=[O:15] |f:2.3.4|. Procedure: 1,4-Dibromobutane (81.4 mL, 0.682 mol) is added over 1 hour to a mixture of 1,2-dicarbethoxyhydrazine (100 g, 0.568 mol) and potassium carbonate (158 g, 1.14 mol) in acetonitrile (600 mL). The resultant reaction mixture is refluxed for 6 hours, cooled to room temperature, and filtered. The filtrate is concentrated in vacuo to obtain a yellow liquid which is distilled under reduced pressure to give the title product as a colorless liquid (90.8 g, bp 115°-120° C. at 0.9 mm Hg).